Dataset: the Open Reaction Database (ORD), a public repository of structured organic reaction records. Task: describe an organic reaction: reactants, conditions, products, and yield Starting materials: [BH4-], CC(=O)O, CC#N, N#Cc1ccc(N2C(=O)C=C(O)C2CC2CC2)cc1Cl, [Na+], O. Product: N#Cc1ccc(N2C(=O)CC(O)C2CC2CC2)cc1Cl. Reaction SMILES: [BH4-:25].[CH3:21][C:22](=[O:23])[OH:24].[CH3:28][C:29]#[N:30].[Cl:1][c:2]1[c:3]([C:4]#[N:5])[cH:6][cH:7][c:8]([N:10]2[CH:11]([CH2:17][CH:18]3[CH2:19][CH2:20]3)[C:12]([OH:16])=[CH:13][C:14]2=[O:15])[cH:9]1.[Na+:26].[OH2:27]>>[Cl:1][c:2]1[c:3]([C:4]#[N:5])[cH:6][cH:7][c:8]([N:10]2[CH:11]([CH2:17][CH:18]3[CH2:19][CH2:20]3)[CH:12]([OH:16])[CH2:13][C:14]2=[O:15])[cH:9]1. The product is C(C)OC(=O)C=1C(=NC2=CC=C(C=C2C1C1=CC=CC=C1)Cl)OC(C(F)(F)F)C (6-Chloro-4-phenyl-2-(2,2,2-trifluoro-1-methyl-ethoxy)-quinoline-3-carboxylic acid ethyl ester). The reactants are C(C)OC(=O)C=1C(=NC2=CC=C(C=C2C1C1=CC=CC=C1)Cl)Cl (2,6-dichloro-4-phenyl-quinoline-3-carboxylic acid ethyl ester), FC(C(C)O)(F)F (1,1,1-trifluoro-propan-2-ol), solid. RXN SMILES: [CH2:1]([O:3][C:4]([C:6]1[C:7](Cl)=[N:8][C:9]2[C:14]([C:15]=1[C:16]1[CH:21]=[CH:20][CH:19]=[CH:18][CH:17]=1)=[CH:13][C:12]([Cl:22])=[CH:11][CH:10]=2)=[O:5])[CH3:2].[F:24][C:25]([F:30])([F:29])[CH:26]([OH:28])[CH3:27]>>[CH2:1]([O:3][C:4]([C:6]1[C:7]([O:28][CH:26]([CH3:27])[C:25]([F:30])([F:29])[F:24])=[N:8][C:9]2[C:14]([C:15]=1[C:16]1[CH:21]=[CH:20][CH:19]=[CH:18][CH:17]=1)=[CH:13][C:12]([Cl:22])=[CH:11][CH:10]=2)=[O:5])[CH3:2]. Reported procedure: The title compound was prepared in analogy to example 37 step A from 2,6-dichloro-4-phenyl-quinoline-3-carboxylic acid ethyl ester (prepared as described in example 11 step B, 100 mg, 0.29 mmol) and 1,1,1-trifluoro-propan-2-ol (40 mg, 0.35 mmol). Pale yellow solid (76 mg, 62%). LC-MS: 424 (M+H)+. Starting materials: C(C1=CC=CC=C1)O[C@@H]1[C@](O[C@@]([C@@H]([C@H]1OCC1=CC=CC=C1)OCC1=CC=CC=C1)(OC)C1=CC(=C(C=C1)Cl)CC1=C(C(=C(C=C1)OC)F)F)(C=O)CO ((2S,3S,4S,5R,6S)-3,4,5-tribenzyloxy-6-[4-chloro-3-[(2,3-difluoro-4-methoxy-phenyl)methyl]phenyl]-2-(hydroxymethyl)-6-methoxy-tetrahydropyran-2-carbaldehyde), [BH4-].[Na+] (sodium borohydride). Solvent: mixed solution. Run at time 20 minute. Yields the product C(C1=CC=CC=C1)O[C@@H]1C(O[C@@]([C@@H]([C@H]1OCC1=CC=CC=C1)OCC1=CC=CC=C1)(OC)C1=CC(=C(C=C1)Cl)CC1=C(C(=C(C=C1)OC)F)F)(CO)CO ([(3S,4S,5R,6S)-3,4,5-tri-benzyloxy-6-[4-chloro-3-[(2,3-difluoro-4-methoxy-phenyl)methyl]phenyl]-2-(hydroxymethyl)-6-methoxy-tetrahydropyran-2-yl]methanol). Isolated yield 39.9%. As a reaction SMILES: [CH2:1]([O:8][C@H:9]1[C@H:14]([O:15][CH2:16][C:17]2[CH:22]=[CH:21][CH:20]=[CH:19][CH:18]=2)[C@@H:13]([O:23][CH2:24][C:25]2[CH:30]=[CH:29][CH:28]=[CH:27][CH:26]=2)[C@@:12]([C:33]2[CH:38]=[CH:37][C:36]([Cl:39])=[C:35]([CH2:40][C:41]3[CH:46]=[CH:45][C:44]([O:47][CH3:48])=[C:43]([F:49])[C:42]=3[F:50])[CH:34]=2)([O:31][CH3:32])[O:11][C@:10]1([CH2:53][OH:54])[CH:51]=[O:52])[C:2]1[CH:7]=[CH:6][CH:5]=[CH:4][CH:3]=1.[BH4-].[Na+]>>[CH2:1]([O:8][C@H:9]1[C@H:14]([O:15][CH2:16][C:17]2[CH:22]=[CH:21][CH:20]=[CH:19][CH:18]=2)[C@@H:13]([O:23][CH2:24][C:25]2[CH:26]=[CH:27][CH:28]=[CH:29][CH:30]=2)[C@@:12]([C:33]2[CH:38]=[CH:37][C:36]([Cl:39])=[C:35]([CH2:40][C:41]3[CH:46]=[CH:45][C:44]([O:47][CH3:48])=[C:43]([F:49])[C:42]=3[F:50])[CH:34]=2)([O:31][CH3:32])[O:11][C:10]1([CH2:51][OH:52])[CH2:53][OH:54])[C:2]1[CH:7]=[CH:6][CH:5]=[CH:4][CH:3]=1 |f:1.2|. Procedure details: (2S,3S,4S,5R,6S)-3,4,5-tribenzyloxy-6-[4-chloro-3-[(2,3-difluoro-4-methoxy-phenyl)methyl]phenyl]-2-(hydroxymethyl)-6-methoxy-tetrahydropyran-2-carbaldehyde 2m (1.29 g, 1.71 mmol) was dissolved in 15 mL of mixed solution (THF and MeOH, v:v=1:2), followed by addition of sodium borohydride (129 mg, 3.42 mmol). The reaction mixture was stirred for 20 minutes. Thereafter, the reaction mixture was concentrated under reduced pressure and partitioned after 30 mL ethyl acetate and 15 mL saturated sodium ... The reactants are C12(CC3CC(CC(C1)C3)C2)OC2=CC(=C(N)C(=C2)C)C (4-(1-adamantyloxy)-2,6-dimethylaniline), BrCCCCBr (1,4-dibromobutane), C(=O)([O-])[O-].[K+].[K+] (K2CO3). Procedure: A mixture of 1.8 g (6.63 mmoles) of 4-(1-adamantyloxy)-2,6-dimethylaniline, 1.43 g (6.63 mmoles) of 1,4-dibromobutane, and 2.01 g (14.6 mmoles) of K2CO3 in 25 deaerated absolute ethanol is refluxed for 45 hours, cooled, and evaporated. The residue is taken up in CH2Cl2 (125 ml) and water (125 ml). The CH2Cl2 layer is washed with water, and the combined aqueous layers are extracted with CH2Cl2 (50 ml.). The combined organic layers are dried and concentrated to give 2.4 g of a brown oil, which is ... The yield is 111.2%. Reaction SMILES: [C:1]12([O:11][C:12]3[CH:18]=[C:17]([CH3:19])[C:15]([NH2:16])=[C:14]([CH3:20])[CH:13]=3)[CH2:10][CH:5]3[CH2:6][CH:7]([CH2:9][CH:3]([CH2:4]3)[CH2:2]1)[CH2:8]2.Br[CH2:22][CH2:23][CH2:24][CH2:25]Br.C([O-])([O-])=O.[K+].[K+]>C(O)C>[C:1]12([O:11][C:12]3[CH:13]=[C:14]([CH3:20])[C:15]([N:16]4[CH2:25][CH2:24][CH2:23][CH2:22]4)=[C:17]([CH3:19])[CH:18]=3)[CH2:2][CH:3]3[CH2:9][CH:7]([CH2:6][CH:5]([CH2:4]3)[CH2:10]1)[CH2:8]2 |f:2.3.4|. The product is C12(CC3CC(CC(C1)C3)C2)OC2=CC(=C(C(=C2)C)N2CCCC2)C ([4-(1-Adamantyloxy)-2,6-dimethylphenyl]pyrrolidine). The solvent is C(C)O (ethanol). Reactants: CCOc1cc(COc2nn(-c3ccccc3)cc2C=O)ccc1OCc1nc(-c2ccco2)oc1C, CCOP(=O)(CP(=O)(OCC)OCC)OCC, CN(C)C=O, [H-], [Na+], O. The product is CCOc1cc(COc2nn(-c3ccccc3)cc2C=CP(=O)(OCC)OCC)ccc1OCc1nc(-c2ccco2)oc1C. As a reaction SMILES: [CH2:1]([CH3:2])[O:3][c:4]1[cH:5][c:6]([CH2:7][O:8][c:9]2[n:10][n:11](-[c:16]3[cH:17][cH:18][cH:19][cH:20][cH:21]3)[cH:12][c:13]2[CH:14]=[O:15])[cH:22][cH:23][c:24]1[O:25][CH2:26][c:27]1[n:28][c:29](-[c:33]2[o:34][cH:35][cH:36][cH:37]2)[o:30][c:31]1[CH3:32].[CH2:38]([P:39](=[O:40])([O:41][CH2:42][CH3:43])[O:44][CH2:45][CH3:46])[P:47]([O:48][CH2:49][CH3:50])([O:51][CH2:52][CH3:53])=[O:54].[CH3:55][N:56]([CH3:57])[CH:58]=[O:59].[H-:60].[Na+:61].[OH2:62]>>[CH2:1]([CH3:2])[O:3][c:4]1[cH:5][c:6]([CH2:7][O:8][c:9]2[n:10][n:11](-[c:16]3[cH:17][cH:18][cH:19][cH:20][cH:21]3)[cH:12][c:13]2[CH:14]=[CH:38][P:47]([O:48][CH2:49][CH3:50])([O:51][CH2:52][CH3:53])=[O:54])[cH:22][cH:23][c:24]1[O:25][CH2:26][c:27]1[n:28][c:29](-[c:33]2[o:34][cH:35][cH:36][cH:37]2)[o:30][c:31]1[CH3:32].